Dataset: the Open Reaction Database (ORD), a public repository of structured organic reaction records. Task: describe an organic reaction: reactants, conditions, products, and yield Starting materials: c1ccc2c(c1)NC1CCCC21, CS(C)=O, N#CCCl, [H-], [Na+]. The product is N#CCN1c2ccccc2C2CCCC21. Reaction SMILES: [CH2:1]1[CH2:2][CH2:3][CH:4]2[NH:5][c:6]3[cH:7][cH:8][cH:9][cH:10][c:11]3[CH:12]12.[CH3:19][S:20]([CH3:21])=[O:22].[Cl:15][CH2:16][C:17]#[N:18].[H-:13].[Na+:14]>>[CH2:1]1[CH2:2][CH2:3][CH:4]2[N:5]([CH2:16][C:17]#[N:18])[c:6]3[cH:7][cH:8][cH:9][cH:10][c:11]3[CH:12]12. Starting materials: [Al+3], O=S(=O)(c1ccccc1)N1CC2CN(Cc3ccccc3)CC(C1)O2, [H-], [H-], [H-], [H-], [K+], [Li+], C1CCOC1, [OH-], O. Product: c1ccc(CN2CC3CNCC(C2)O3)cc1. Reaction SMILES: [Al+3:2].[CH2:7]([c:8]1[cH:9][cH:10][cH:11][cH:12][cH:13]1)[N:14]1[CH2:15][CH:16]2[CH2:17][N:18]([S:23]([c:24]3[cH:25][cH:26][cH:27][cH:28][cH:29]3)(=[O:30])=[O:31])[CH2:19][CH:20]([CH2:21]1)[O:22]2.[H-:1].[H-:4].[H-:5].[H-:6].[K+:34].[Li+:3].[O:35]1[CH2:36][CH2:37][CH2:38][CH2:39]1.[OH-:33].[OH2:32]>>[CH2:7]([c:8]1[cH:9][cH:10][cH:11][cH:12][cH:13]1)[N:14]1[CH2:15][CH:16]2[CH2:17][NH:18][CH2:19][CH:20]([CH2:21]1)[O:22]2. The product is CC(=O)N(C)C1CCN(c2cc(-c3ccc(F)cc3C)c(N(C)C(=O)C(C)(C)c3cc(C(F)(F)F)cc(C(F)(F)F)c3)cn2)C1. Starting materials: CC(=O)NC1CCN(c2cc(-c3ccc(F)cc3C)c(N(C)C(=O)C(C)(C)c3cc(C(F)(F)F)cc(C(F)(F)F)c3)cn2)C1, C[Si](C)(C)[N-][Si](C)(C)C, CCOC(C)=O, CI, [K+], C1CCOC1. Reaction SMILES: [C:1]([CH3:2])(=[O:3])[NH:4][CH:5]1[CH2:6][N:7]([c:10]2[cH:11][c:12](-[c:37]3[c:38]([CH3:44])[cH:39][c:40]([F:43])[cH:41][cH:42]3)[c:13]([N:16]([C:17]([C:18]([CH3:19])([CH3:20])[c:21]3[cH:22][c:23]([C:31]([F:32])([F:33])[F:34])[cH:24][c:25]([C:27]([F:28])([F:29])[F:30])[cH:26]3)=[O:35])[CH3:36])[cH:14][n:15]2)[CH2:8][CH2:9]1.[CH3:45][Si:46]([N-:47][Si:48]([CH3:49])([CH3:50])[CH3:51])([CH3:52])[CH3:53].[CH3:57][CH2:58][O:59][C:60](=[O:61])[CH3:62].[I:55][CH3:56].[K+:54].[O:63]1[CH2:64][CH2:65][CH2:66][CH2:67]1>>[C:1]([CH3:2])(=[O:3])[N:4]([CH:5]1[CH2:6][N:7]([c:10]2[cH:11][c:12](-[c:37]3[c:38]([CH3:44])[cH:39][c:40]([F:43])[cH:41][cH:42]3)[c:13]([N:16]([C:17]([C:18]([CH3:19])([CH3:20])[c:21]3[cH:22][c:23]([C:31]([F:32])([F:33])[F:34])[cH:24][c:25]([C:27]([F:28])([F:29])[F:30])[cH:26]3)=[O:35])[CH3:36])[cH:14][n:15]2)[CH2:8][CH2:9]1)[CH3:45]. The reactants are CCOC(C)=O, CN(c1ncccc1[N+](=O)[O-])S(C)(=O)=O, CO, [H][H]. The product is CN(c1ncccc1N)S(C)(=O)=O. Reaction SMILES: [CH3:18][CH2:19][O:20][C:21](=[O:22])[CH3:23].[CH3:1][N:2]([S:3](=[O:4])(=[O:5])[CH3:6])[c:7]1[n:8][cH:9][cH:10][cH:11][c:12]1[N+:13]([O-:14])=[O:15].[CH3:24][OH:25].[H:16][H:17]>>[CH3:1][N:2]([S:3](=[O:4])(=[O:5])[CH3:6])[c:7]1[n:8][cH:9][cH:10][cH:11][c:12]1[NH2:13].